Dataset: the Open Reaction Database (ORD), a public repository of structured organic reaction records. Task: describe an organic reaction: reactants, conditions, products, and yield The reactants are CON(C(=O)C1=CN(C2=CC=CC=C2C1=O)CC1=NC(=CC=C1)Br)C (1-(6-bromo-pyridin-2-ylmethyl)-4-oxo-1,4-dihydro-quinoline-3-carboxylic acid methoxy-methyl-amide), white powder, BrC=1C=NC(=NC1)I (5-bromo-2-iodo-pyrimidine), C(C)(C)[Mg]Cl (isopropylmagnesium chloride). Solvent: C1CCOC1 (THF), C1CCOC1 (THF). Product: BrC1=CC=CC(=N1)CN1C=C(C(C2=CC=CC=C12)=O)C(=O)C1=NC=C(C=N1)Br (1-(6-Bromo-pyridin-2-ylmethyl)-3-(5-bromo-pyrimidine-2-carbonyl)-1H-quinolin-4-one). Reaction SMILES: CON(C)[C:4]([C:6]1[C:15](=[O:16])[C:14]2[C:9](=[CH:10][CH:11]=[CH:12][CH:13]=2)[N:8]([CH2:17][C:18]2[CH:23]=[CH:22][CH:21]=[C:20]([Br:24])[N:19]=2)[CH:7]=1)=[O:5].[Br:26][C:27]1[CH:28]=[N:29][C:30](I)=[N:31][CH:32]=1.C([Mg]Cl)(C)C>C1COCC1>[Br:24][C:20]1[N:19]=[C:18]([CH2:17][N:8]2[C:9]3[C:14](=[CH:13][CH:12]=[CH:11][CH:10]=3)[C:15](=[O:16])[C:6]([C:4]([C:30]3[N:31]=[CH:32][C:27]([Br:26])=[CH:28][N:29]=3)=[O:5])=[CH:7]2)[CH:23]=[CH:22][CH:21]=1. Procedure: Experimental conditions analogous to those described for Step 6 of Example 60 from 120 mg (0.30 mmol) of 1-(6-bromo-pyridin-2-ylmethyl)-4-oxo-1,4-dihydro-quinoline-3-carboxylic acid methoxy-methyl-amide in 1 mL THF and 187 mg (0.66 mmol) of 5-bromo-2-iodo-pyrimidine in 2 mL THF with 0.34 mL 2M isopropylmagnesium chloride. Yield: 31 mg of a white powder. LC-MSD, m/z for C20H12Br2N4O2 [M+H]+=498.9, 500.9, 502.9; HPLC retention time: 2.2 min. Reactants: BrC=1C=C(C(=NC1)N)OC(C)C1=C(C(=CC=C1Cl)F)Cl (5-bromo-3-[1-(2,6-dichloro-3-fluoro-phenyl)-ethoxy]-pyridin-2-ylamine), BrC1=CC=C(C=N1)B(O)O (6-bromo-3-pyridinylboronic acid), CP(C)=O (dimethylphosphine oxide). Product: ClC1=C(C(=CC=C1F)Cl)C(C)OC=1C(=NC=C(C1)C=1C=NC(=CC1)P(=O)(C)C)N (3-[1-(2,6-dichloro-3-fluoro-phenyl)ethoxy]-5-(6-dimethylphosphoryl-3-pyridyl)pyridin-2-amine). RXN SMILES: Br[C:2]1[CH:3]=[C:4]([O:9][CH:10]([C:12]2[C:17]([Cl:18])=[CH:16][CH:15]=[C:14]([F:19])[C:13]=2[Cl:20])[CH3:11])[C:5]([NH2:8])=[N:6][CH:7]=1.Br[C:22]1[N:27]=[CH:26][C:25](B(O)O)=[CH:24][CH:23]=1.[CH3:31][PH:32](=[O:34])[CH3:33]>>[Cl:20][C:13]1[C:14]([F:19])=[CH:15][CH:16]=[C:17]([Cl:18])[C:12]=1[CH:10]([O:9][C:4]1[C:5]([NH2:8])=[N:6][CH:7]=[C:2]([C:25]2[CH:26]=[N:27][C:22]([P:32]([CH3:33])([CH3:31])=[O:34])=[CH:23][CH:24]=2)[CH:3]=1)[CH3:11]. Procedure details: The title compound was prepared from 5-bromo-3-[1-(2,6-dichloro-3-fluoro-phenyl)-ethoxy]-pyridin-2-ylamine, 6-bromo-3-pyridinylboronic acid, and dimethylphosphine oxide following the same procedures as Example 1 Step 1 and Step 3; ESMS: m/z 454 (M+H)+.